Dataset: the Open Reaction Database (ORD), a public repository of structured organic reaction records. Task: describe an organic reaction: reactants, conditions, products, and yield The reactants are NC1=CC(=NC=C1)NCCCOC1=CC2=C(CC(C(NC2)=O)CC(=O)OC)C=C1 (methyl (±)-8-[3-[(4-amino-2-pyridyl)amino]-1-propyloxy]-3-oxo-2,3,4,5-tetrahydro-1H-2-benzazepine-4-acetate), N1=C(C=CC=C1)NCCCOC1=CC2=C(CC(C(NC2)=O)CC(=O)OCC)C=C1 (ethyl (±)-8-[3-(2-pyridylamino)-1-propyloxy]-3-oxo-2,3,4,5-tetrahydro-1H-2-benzazepine-4-acetate). The solvent is O (H2O). Yields the product NC1=CC(=NC=C1)NCCCOC1=CC2=C(CC(C(NC2)=O)CC(=O)O)C=C1 ((±)-8-[3-[(4-Amino-2-pyridyl)amino]-1-propyloxy]-3-oxo-2,3,4,5-tetrahydro-1H-2-benzazepine-4-acetic acid). As a reaction SMILES: [NH2:1][C:2]1[CH:7]=[CH:6][N:5]=[C:4]([NH:8][CH2:9][CH2:10][CH2:11][O:12][C:13]2[CH:29]=[CH:28][C:16]3[CH2:17][CH:18]([CH2:23][C:24]([O:26]C)=[O:25])[C:19](=[O:22])[NH:20][CH2:21][C:15]=3[CH:14]=2)[CH:3]=1.N1C=CC=CC=1NCCCOC1C=CC2CC(CC(OCC)=O)C(=O)NCC=2C=1>O>[NH2:1][C:2]1[CH:7]=[CH:6][N:5]=[C:4]([NH:8][CH2:9][CH2:10][CH2:11][O:12][C:13]2[CH:29]=[CH:28][C:16]3[CH2:17][CH:18]([CH2:23][C:24]([OH:26])=[O:25])[C:19](=[O:22])[NH:20][CH2:21][C:15]=3[CH:14]=2)[CH:3]=1. Procedure: According to the procedure of Example 1(c), except substituting methyl (±)-8-[3-[(4-amino-2-pyridyl)amino]-1-propyloxy]-3-oxo-2,3,4,5-tetrahydro-1H-2-benzazepine-4-acetate for the ethyl (±)-8-[3-(2-pyridylamino)-1-propyloxy]-3-oxo-2,3,4,5-tetrahydro-1H-2-benzazepine-4-acetate, the title compound was prepared as a white solid: MS (ES) m/e 385.4 (M+H)+. Anal. Calcd for C20H24N4O4.1.25 H2O: C, 59.03; H, 6.56; N, 13.76. Found: C, 58.80; H, 6.49; N, 13.62.